From a dataset of the Open Reaction Database (ORD), a public repository of structured organic reaction records. describe an organic reaction: reactants, conditions, products, and yield Reactants: CC(=O)O, FC(F)(F)c1nnc2cnc3cc(Cl)c(Cl)cc3n12, OO. Product: O=c1[nH]c2cc(Cl)c(Cl)cc2n2c(C(F)(F)F)nnc12. RXN SMILES: [C:22]([OH:23])(=[O:24])[CH3:25].[F:1][C:2]([c:3]1[n:4][n:5][c:6]2[n:7]1[c:8]1[cH:9][c:10]([Cl:17])[c:11]([Cl:16])[cH:12][c:13]1[n:14][cH:15]2)([F:18])[F:19].[OH:20][OH:21]>>[F:1][C:2]([c:3]1[n:4][n:5][c:6]2[n:7]1[c:8]1[cH:9][c:10]([Cl:17])[c:11]([Cl:16])[cH:12][c:13]1[nH:14][c:15]2=[O:20])([F:18])[F:19]. The reactants are ClC1=CC=2[C@]3(C4=CC=CC=C4[C@@H](C2C=C1)C3)CN3CCC(CC3)NC(COCC)=O (N-(1-[(9S,10S)-(+)-2-chloro-9,10-dihydro-9,10-methanoanthracen-9-ylmethyl]-4-piperidyl)-2-ethoxyacetamide), C(C(=O)O)(=O)O (oxalic acid). The solvent is CCOCC (ether), CCOCC (ether). The product is C(C(=O)O)(=O)O.ClC1=CC=2[C@]3(C4=CC=CC=C4[C@@H](C2C=C1)C3)CN3CCC(CC3)NC(COCC)=O (N-(1-[(9S,10S)-(+)-2-Chloro-9,10-dihydro-9,10-methanoanthracen-9-ylmethyl]-4-piperidyl)-2-ethoxyacetamide oxalate). The yield is 83.3%. RXN SMILES: [Cl:1][C:2]1[CH:15]=[CH:14][C:13]2[C@H:12]3[CH2:16][C@:5]([CH2:17][N:18]4[CH2:23][CH2:22][CH:21]([NH:24][C:25](=[O:30])[CH2:26][O:27][CH2:28][CH3:29])[CH2:20][CH2:19]4)([C:6]4[C:11]3=[CH:10][CH:9]=[CH:8][CH:7]=4)[C:4]=2[CH:3]=1.[C:31]([OH:36])(=[O:35])[C:32]([OH:34])=[O:33]>CCOCC>[C:31]([OH:36])(=[O:35])[C:32]([OH:34])=[O:33].[Cl:1][C:2]1[CH:15]=[CH:14][C:13]2[C@H:12]3[CH2:16][C@:5]([CH2:17][N:18]4[CH2:19][CH2:20][CH:21]([NH:24][C:25](=[O:30])[CH2:26][O:27][CH2:28][CH3:29])[CH2:22][CH2:23]4)([C:6]4[C:11]3=[CH:10][CH:9]=[CH:8][CH:7]=4)[C:4]=2[CH:3]=1 |f:3.4|. Reported procedure: To a solution of N-(1-[(9S,10S)-(+)-2-chloro-9,10-dihydro-9,10-methanoanthracen-9-ylmethyl]-4-piperidyl)-2-ethoxyacetamide (2.24 g, 5.27 mmol) in ether (50 mL) was added a solution of oxalic acid (0.47 g, 5.27 mmol) in ether (5 mL). The resulting solid was filtered and dried (0.05 mm/80 C) to give the title compound as a white solid (2.26 g, 83%), mp 193.0°-3.5° C.; MS(CI): 425 (M+H); NMR (300 MHz,DMSO-d6): 1.14(t, 3H, J=7.0 Hz), 1.67-1.79(br m, 4H), 2.58(s, 2H), 2.79(m, 2H), 3.25(m, 2H), 3.47(q... Starting materials: CC12CCC(OC(=O)Oc3ccc([N+](=O)[O-])cc3)CC1CCC1C2CCC2(C)C(c3ccc(=O)oc3)CCC12O, ClCCl, NCCN1CCCC1. Product: CC12CCC(OC(=O)NCCN3CCCC3)CC1CCC1C2CCC2(C)C(c3ccc(=O)oc3)CCC12O. RXN SMILES: [C:1]([O:2][CH:3]1[CH2:4][CH2:5][C:6]2([CH3:29])[CH:7]3[CH2:8][CH2:9][C:10]4([CH3:28])[CH:11]([c:21]5[cH:22][cH:23][c:24](=[O:27])[o:25][cH:26]5)[CH2:12][CH2:13][C:14]4([OH:20])[CH:15]3[CH2:16][CH2:17][CH:18]2[CH2:19]1)([O:30][c:32]1[cH:33][cH:34][c:35]([N+:36]([O-:37])=[O:38])[cH:39][cH:40]1)=[O:31].[Cl:49][CH2:50][Cl:51].[N:41]1([CH2:46][CH2:47][NH2:48])[CH2:42][CH2:43][CH2:44][CH2:45]1>>[C:1]([O:2][CH:3]1[CH2:4][CH2:5][C:6]2([CH3:29])[CH:7]3[CH2:8][CH2:9][C:10]4([CH3:28])[CH:11]([c:21]5[cH:22][cH:23][c:24](=[O:27])[o:25][cH:26]5)[CH2:12][CH2:13][C:14]4([OH:20])[CH:15]3[CH2:16][CH2:17][CH:18]2[CH2:19]1)(=[O:30])[NH:48][CH2:47][CH2:46][N:41]1[CH2:42][CH2:43][CH2:44][CH2:45]1. Starting materials: CC(=O)OC1(c2cccc(C)c2)CNC(=O)C=C1c1ccncc1, C1CCOC1, [Li+], [OH-], O. Product: Cc1cccc(C2(O)CNC(=O)C=C2c2ccncc2)c1. RXN SMILES: [C:1](=[O:2])([CH3:3])[O:4][C:5]1([c:18]2[cH:19][c:20]([CH3:24])[cH:21][cH:22][cH:23]2)[C:6]([c:12]2[cH:13][cH:14][n:15][cH:16][cH:17]2)=[CH:7][C:8](=[O:11])[NH:9][CH2:10]1.[CH2:27]1[O:28][CH2:29][CH2:30][CH2:31]1.[Li+:26].[OH-:25].[OH2:32]>>[OH:4][C:5]1([c:18]2[cH:19][c:20]([CH3:24])[cH:21][cH:22][cH:23]2)[C:6]([c:12]2[cH:13][cH:14][n:15][cH:16][cH:17]2)=[CH:7][C:8](=[O:11])[NH:9][CH2:10]1. Starting materials: COC1=CC=C(C=C1)C(CC(C(=O)OC)(C)C)=O (methyl 4-methoxy-alpha,alpha-dimethyl-gamma-oxobenzenebutanoate), COC1=CC=C(C=C1)C(CCC(=O)O)=O (4-methoxy-gamma-oxobenzenebutanoic acid). The product is OC1=CC=C(C=C1)C(CC(C(=O)OC)(C)C)=O (4-hydroxy-alpha,alpha-dimethyl-gamma-oxobenzenebutanoic acid, methyl ester). As a reaction SMILES: C[O:2][C:3]1[CH:8]=[CH:7][C:6]([C:9](=[O:18])[CH2:10][C:11]([CH3:17])([CH3:16])[C:12]([O:14][CH3:15])=[O:13])=[CH:5][CH:4]=1.COC1C=CC(C(=O)CCC(O)=O)=CC=1>>[OH:2][C:3]1[CH:4]=[CH:5][C:6]([C:9](=[O:18])[CH2:10][C:11]([CH3:16])([CH3:17])[C:12]([O:14][CH3:15])=[O:13])=[CH:7][CH:8]=1. Procedure details: Following the procedure of Step B of Example 1 but substituting the product from Step B of this example for 4-methoxy-gamma-oxobenzenebutanoic acid there was obtained 4-hydroxy-alpha,alpha-dimethyl-gamma-oxobenzenebutanoic acid, methyl ester. The reactants are [H][H] (Hydrogen), 150, N (ammonia), C(#N)CCC1C(CCCC1)=O (2-(2-cyanoethyl)-cyclohexanone), liquid, zeolite, O=[Si]=O (Aerosil), N (ammonia). The product is N1CCCC2CCCCC12 (decahydroquinoline), NCCCC1C(CCCC1)N (2-(3-aminopropyl)-cyclohexylamine). RXN SMILES: O=[Si]=O.[C:4]([CH2:6][CH2:7][CH:8]1[CH2:13][CH2:12][CH2:11][CH2:10][C:9]1=O)#[N:5].[NH3:15].[H][H]>>[NH:5]1[CH:13]2[CH:8]([CH2:9][CH2:10][CH2:11][CH2:12]2)[CH2:7][CH2:6][CH2:4]1.[NH2:5][CH2:4][CH2:6][CH2:7][CH:8]1[CH2:13][CH2:12][CH2:11][CH2:10][CH:9]1[NH2:15]. Procedure: Through a tubular reactor (diameter 16 mm, packing height 50 cm, oil-heated double jacket), installed up-stream of the hydrogenation reactor and packed with 41.6 g (92 ml) of a zeolite type Y which had been extruded with Aerosil 200 (ratio Y-type zeolite to Aerosil 200 9:1, ratio SiO2 to Al2O3 6:1), there were passed upwardly, per hour, 36.7 g of 2-(2-cyanoethyl)-cyclohexanone (purity 96%, 0.233 mole) and 1.475 ml of liquid ammonia (885 g, 52.1 moles) at a pressure of 250 bar and a temperature o... Reactants: ( 1 ), C1(=CC=CC=C1)O (phenol), P(OC1=CC=CC=C1)(=O)(Cl)Cl (phenyl phosphorodichloridate). As a reaction SMILES: [C:1]1([OH:7])[CH:6]=[CH:5][CH:4]=[CH:3][CH:2]=1.[P:8](Cl)([Cl:17])(=[O:16])[O:9][C:10]1[CH:15]=[CH:14][CH:13]=[CH:12][CH:11]=1>>[P:8]([Cl:17])(=[O:16])([O:9][C:10]1[CH:15]=[CH:14][CH:13]=[CH:12][CH:11]=1)[O:7][C:1]1[CH:6]=[CH:5][CH:4]=[CH:3][CH:2]=1. Product: P(OC1=CC=CC=C1)(OC1=CC=CC=C1)(=O)Cl (diphenyl phosphorochloridate). Procedure details: To the reaction mixture of (1), there is added 188 g. phenol and the temperature is raised to 150°C. for 2 hours. The reaction mixture is alllowed to cool and stripped of phenyl phosphorodichloridate. Distillation of the residue affords principally diphenyl phosphorochloridate.